From a dataset of the Open Reaction Database (ORD), a public repository of structured organic reaction records. describe an organic reaction: reactants, conditions, products, and yield Reactants: COC=1C=C(N)C=C(C1)OC (3,5-dimethoxyaniline), Cl (hydrochloric acid), [I-].[K+] (potassium iodide), diazonium salt, N(=O)[O-].[Na+] (sodium nitrite), C(C)(=O)O (acetic acid). The product is COC=1C(=C(C=CC1)I)OC (dimethoxyiodobenzene). Reaction SMILES: CO[C:3]1[CH:4]=[C:5]([CH:7]=[C:8]([O:10][CH3:11])[CH:9]=1)N.N([O-])=O.[Na+].Cl.[I-:17].[K+].[C:19]([OH:22])(=O)C>>[CH3:11][O:10][C:8]1[C:7]([O:22][CH3:19])=[C:5]([I:17])[CH:4]=[CH:3][CH:9]=1 |f:1.2,4.5|. Procedure details: converting 3,5-dimethoxyaniline into a diazonium salt thereof with using sodium nitrite in acetic acid in the presence of a hydrochloric acid, and reacting the product with potassium iodide to give dimethoxyiodobenzene; Starting materials: [BH4-], CCO, CC(=O)N(c1ccc(Cl)cc1)C1CC(C)N(C(=O)c2ccc(C#N)cc2)c2ccccc21, Cl[Co]Cl, [Na+]. Product: CC(=O)N(c1ccc(Cl)cc1)C1CC(C)N(C(=O)c2ccc(CN)cc2)c2ccccc21. Reaction SMILES: [BH4-:33].[CH3:35][CH2:36][OH:37].[Cl:1][c:2]1[cH:3][cH:4][c:5]([N:8]([C:9]([CH3:10])=[O:11])[CH:12]2[CH2:13][CH:14]([CH3:32])[N:15]([C:22]([c:23]3[cH:24][cH:25][c:26]([C:29]#[N:30])[cH:27][cH:28]3)=[O:31])[c:16]3[cH:17][cH:18][cH:19][cH:20][c:21]32)[cH:6][cH:7]1.[Co:38]([Cl:39])[Cl:40].[Na+:34]>>[Cl:1][c:2]1[cH:3][cH:4][c:5]([N:8]([C:9]([CH3:10])=[O:11])[CH:12]2[CH2:13][CH:14]([CH3:32])[N:15]([C:22]([c:23]3[cH:24][cH:25][c:26]([CH2:29][NH2:30])[cH:27][cH:28]3)=[O:31])[c:16]3[cH:17][cH:18][cH:19][cH:20][c:21]32)[cH:6][cH:7]1.